From a dataset of the Open Reaction Database (ORD), a public repository of structured organic reaction records. describe an organic reaction: reactants, conditions, products, and yield Reactants: C(CCCC)OC1=C(C=C(N)C=C1)C(F)(F)F (4-pentyloxy-3-trifluoromethyl aniline), [S-]C#N.[NH4+] (ammonium thiocyanate), Cl.C(C1=CN=CC=C1)Cl (nicotinyl chloride hydrochloride), CC(=O)C (acetone), CC(=O)C (acetone). The solvent is C(Cl)Cl (methylene chloride). Conditions: time 1 hour. Yields the product C(CCCC)OC1=C(C=C(C=C1)NC(=S)NC(=O)C=1C=NC=CC1)C(F)(F)F (1-(4-pentyloxy-3-trifluoromethyl-phenyl)-3-(pyridine-3-carbonyl)-thiourea). Reaction SMILES: [S-:1][C:2]#[N:3].[NH4+].Cl.[CH2:6](Cl)[C:7]1[CH:12]=[CH:11][CH:10]=[N:9][CH:8]=1.[CH2:14]([O:19][C:20]1[CH:26]=[CH:25][C:23]([NH2:24])=[CH:22][C:21]=1[C:27]([F:30])([F:29])[F:28])[CH2:15][CH2:16][CH2:17][CH3:18].CC(C)=[O:33]>C(Cl)Cl>[CH2:14]([O:19][C:20]1[CH:26]=[CH:25][C:23]([NH:24][C:2]([NH:3][C:6]([C:7]2[CH:8]=[N:9][CH:10]=[CH:11][CH:12]=2)=[O:33])=[S:1])=[CH:22][C:21]=1[C:27]([F:28])([F:29])[F:30])[CH2:15][CH2:16][CH2:17][CH3:18] |f:0.1,2.3|. Reported procedure: A solution of ammonium thiocyanate (4.5 g, 60 mmol) in acetone (25 ml) is added to a suspension of nicotinyl chloride hydrochloride (3.6 g, 20 mmol) in acetone (50 ml). The reaction is stirred for 1 h at room temperature followed by the addition of a solution of 4-pentyloxy-3-trifluoromethyl aniline (4.9 g, 20 mmol) in methylene chloride (25 ml). Stirring is continued over night at room temperature. The solvent is evaporated and the residue suspended in water (100 ml) and extracted with ethylace... Starting materials: O=C([O-])[O-], C1CCOC1, Cc1ccc(C(=O)NC2CC2)cc1NC(=O)c1cnc(S(C)(=O)=O)nc1, [K+], [K+], OCc1cn2ccccc2n1. Yields the product Cc1ccc(C(=O)NC2CC2)cc1NC(=O)c1cnc(OCc2cn3ccccc3n2)nc1. As a reaction SMILES: [C:38](=[O:39])([O-:40])[O-:41].[CH2:44]1[O:45][CH2:46][CH2:47][CH2:48]1.[CH:1]1([NH:4][C:5](=[O:6])[c:7]2[cH:8][cH:9][c:10]([CH3:26])[c:11]([NH:13][C:14](=[O:15])[c:16]3[cH:17][n:18][c:19]([S:22]([CH3:23])(=[O:24])=[O:25])[n:20][cH:21]3)[cH:12]2)[CH2:2][CH2:3]1.[K+:42].[K+:43].[n:27]1[c:28]([CH2:36][OH:37])[cH:29][n:30]2[c:31]1[cH:32][cH:33][cH:34][cH:35]2>>[CH:1]1([NH:4][C:5](=[O:6])[c:7]2[cH:8][cH:9][c:10]([CH3:26])[c:11]([NH:13][C:14](=[O:15])[c:16]3[cH:17][n:18][c:19]([O:37][CH2:36][c:28]4[n:27][c:31]5[n:30]([cH:29]4)[cH:35][cH:34][cH:33][cH:32]5)[n:20][cH:21]3)[cH:12]2)[CH2:2][CH2:3]1. The reactants are ClCCNCC(C(OC1=C(C=CC=C1)OC)C1=CC=CC=C1)O (N-(2-chloro-ethyl)-2-hydroxy-3-phenyl-3-(2-methoxy-phenoxy)-propylamine), C(CCC)[Li] (butyl lithium). Run in C1CCOC1 (THF), CCCCCC (hexane). Reaction conditions: time 2 hour. The product is Cl.COC1=C(OC(C2=CC=CC=C2)C2CNCCO2)C=CC=C1 (2-[α-(2-methoxy-phenoxy)-benzyl]-morpholine hydrochloride). Isolated yield 35.8%. Reaction SMILES: [Cl:1][CH2:2][CH2:3][NH:4][CH2:5][CH:6]([OH:23])[CH:7]([C:17]1[CH:22]=[CH:21][CH:20]=[CH:19][CH:18]=1)[O:8][C:9]1[CH:14]=[CH:13][CH:12]=[CH:11][C:10]=1[O:15][CH3:16].C([Li])CCC>C1COCC1.CCCCCC>[ClH:1].[CH3:16][O:15][C:10]1[CH:11]=[CH:12][CH:13]=[CH:14][C:9]=1[O:8][CH:7]([CH:6]1[O:23][CH2:2][CH2:3][NH:4][CH2:5]1)[C:17]1[CH:22]=[CH:21][CH:20]=[CH:19][CH:18]=1 |f:4.5|. Reported procedure: 3.35 g of N-(2-chloro-ethyl)-2-hydroxy-3-phenyl-3-(2-methoxy-phenoxy)-propylamine was dissolved in 40 ml of anhydrous THF at -10° C. At this temperature, slow dropwise addition was made to the mixture of 6.07 ml of 15% butyl lithium in hexane. After approximately 2 hours at -10° C. the temperature was slowly allowed to return to room temperature and the whole was stirred for another 20 hours in these conditions, and then concentrated to dryness. The residue was dissolved in ethyl ether, filtered... Reactants: C1(=CC=CC=C1)C(CCCOC1=CC=C2CCC(NC2=C1)=O)S (7-(4-phenyl-mercapto-butoxy)-3,4-dihydro-carbostyril), ClC=1C(C(=C(C(C1Cl)=O)C#N)C#N)=O (2,3-dichloro-5,6-dicyano-benzoquinone). Product: C1(=CC=CC=C1)SCCCCOC1=CC=C2C=CC(NC2=C1)=O (7-(4-Phenylmercapto-butoxy)-carbostyril). RXN SMILES: C1([CH:7]([SH:23])[CH2:8][CH2:9][CH2:10][O:11][C:12]2[CH:21]=[C:20]3[C:15]([CH2:16][CH2:17][C:18](=[O:22])[NH:19]3)=[CH:14][CH:13]=2)C=CC=CC=1.Cl[C:25]1[C:26](=O)[C:27](C#N)=[C:28](C#N)[C:29](=O)[C:30]=1Cl>>[C:25]1([S:23][CH2:7][CH2:8][CH2:9][CH2:10][O:11][C:12]2[CH:21]=[C:20]3[C:15]([CH:16]=[CH:17][C:18](=[O:22])[NH:19]3)=[CH:14][CH:13]=2)[CH:26]=[CH:27][CH:28]=[CH:29][CH:30]=1. Procedure details: Prepared analogous to Example 86 from 7-(4-phenyl-mercapto-butoxy)-3,4-dihydro-carbostyril and 2,3-dichloro-5,6-dicyano-benzoquinone.